This data is from the Open Reaction Database (ORD), a public repository of structured organic reaction records. The task is: describe an organic reaction: reactants, conditions, products, and yield Reactants: O[C@H](C)[C@@H]1[C@@H]2N(C(=C([C@@H]2C)S\C=C/C2=C(N=CS2)CO)C(=O)[O-])C1=O.[Na+] (Sodium (1R,5S,6S)-6-((1R)-1-hydroxyethyl)-2-[[(Z)-2-(4-hydroxymethylthiazol-5-yl)ethen-1-yl]thio]-1-methyl-1-carbapen-2-em-3-carboxylate), C(C=C)Br (allyl bromide), C(C=C)I (allyl iodide). Product: O[C@H](C)[C@@H]1[C@@H]2N(C(=C([C@@H]2C)S\C=C/C2=C(N=CS2)CO)C(=O)OCC=C)C1=O (Allyl (1R,5S,6S)-6-((1R)-1-hydroxyethyl)-2-[[(Z)-2-(4-hydroxymethylthiazol-5-yl)ethen-1-yl]thio]-1-methyl-1-carbapen-2-em-3-carboxylate). The yield is 94.2%. As a reaction SMILES: [OH:1][C@@H:2]([C@H:4]1[C:24](=[O:25])[N:6]2[C:7]([C:21]([O-:23])=[O:22])=[C:8]([S:11]/[CH:12]=[CH:13]\[C:14]3[S:18][CH:17]=[N:16][C:15]=3[CH2:19][OH:20])[C@H:9]([CH3:10])[C@H:5]12)[CH3:3].[Na+].[CH2:27](Br)[CH:28]=[CH2:29].C(I)C=C>>[OH:1][C@@H:2]([C@H:4]1[C:24](=[O:25])[N:6]2[C:7]([C:21]([O:23][CH2:29][CH:28]=[CH2:27])=[O:22])=[C:8]([S:11]/[CH:12]=[CH:13]\[C:14]3[S:18][CH:17]=[N:16][C:15]=3[CH2:19][OH:20])[C@H:9]([CH3:10])[C@H:5]12)[CH3:3] |f:0.1|. Procedure: In the same manner as in Example 81, 984 mg of the title compound was prepared from 1.00 g of sodium (1R,5S,6S)-6-((1R)-1-hydroxyethyl)-2-[[(Z)-2-(4-hydroxymethylthiazol-5-yl)ethen-1-yl]thio]-1-methyl-1-carbapen-2-em-3-carboxylate prepared in Example 41, 538 mg of allyl bromide, and 415 mg of allyl iodide. Product: CCCN(CCC)C1CCc2cccc([Sn](C)(C)C)c2C1. Reaction SMILES: [Br:6][c:7]1[cH:8][cH:9][cH:10][c:11]2[c:16]1[CH2:15][CH:14]([N:17]([CH2:18][CH2:19][CH3:20])[CH2:21][CH2:22][CH3:23])[CH2:13][CH2:12]2.[CH2:30]1[O:31][CH2:32][CH2:33][CH2:34]1.[CH3:24][Sn:25]([CH3:26])([CH3:27])[Cl:28].[Li:1][CH2:2][CH2:3][CH2:4][CH3:5].[OH2:29]>>[c:7]1([Sn:25]([CH3:24])([CH3:26])[CH3:27])[cH:8][cH:9][cH:10][c:11]2[c:16]1[CH2:15][CH:14]([N:17]([CH2:18][CH2:19][CH3:20])[CH2:21][CH2:22][CH3:23])[CH2:13][CH2:12]2. The reactants are CCCN(CCC)C1CCc2cccc(Br)c2C1, C1CCOC1, C[Sn](C)(C)Cl, [Li]CCCC, O. The reactants are sulfonate, C=O (formalin), C=O (formaldehyde), C1=CC=CC2=CC=CC=C12 (naphthalene), S(O)(O)(=O)=O (sulfuric acid), [OH-].[Ca+2].[OH-] (calcium hydroxide). The solvent is O (water). The product is C1(=CC=CC2=CC=CC=C12)S(=O)(=O)O.C=O (naphthalenesulfonic acid formaldehyde). As a reaction SMILES: [CH:1]1[C:10]2[C:5](=[CH:6][CH:7]=[CH:8][CH:9]=2)[CH:4]=[CH:3][CH:2]=1.[S:11](=O)(=[O:14])([OH:13])[OH:12].[CH2:16]=[O:17].[OH-].[Ca+2].[OH-]>O>[C:9]1([S:11]([OH:14])(=[O:13])=[O:12])[C:10]2[C:5](=[CH:4][CH:3]=[CH:2][CH:1]=2)[CH:6]=[CH:7][CH:8]=1.[CH2:16]=[O:17] |f:3.4.5,7.8|. Procedure details: 1 mol of naphthalene (128.2 g) was reacted with 1.28 mol of sulfuric acid (125.5 g) for 3 hours at 150° C. to 160° C. To the product (sulfonate) were added 44 g of water, and formalin (37% formaldehyde in water) in such amount as equal to 0.98 mol of formaldehyde dropwise over 3 hours at 90° C. The mixture was reacted for condensation for 10 hours at 100±2° C. The mixture was cooled to room temperature, neutralized to pH 5 with calcium hydroxide, and filtrated to remove generated precipitates (g... Starting materials: CN1CCN(c2ccc(C(F)(F)F)cc2[N+](=O)[O-])CC1, CO. The product is CN1CCN(c2ccc(C(F)(F)F)cc2N)CC1. As a reaction SMILES: [CH3:1][N:2]1[CH2:3][CH2:4][N:5]([c:8]2[c:9]([N+:18]([O-:19])=[O:20])[cH:10][c:11]([C:14]([F:15])([F:16])[F:17])[cH:12][cH:13]2)[CH2:6][CH2:7]1.[CH3:21][OH:22]>>[CH3:1][N:2]1[CH2:3][CH2:4][N:5]([c:8]2[c:9]([NH2:18])[cH:10][c:11]([C:14]([F:15])([F:16])[F:17])[cH:12][cH:13]2)[CH2:6][CH2:7]1. Starting materials: Cl (hydrochloric acid), C1(=CC=CC=C1)S(=O)(=O)NC(=O)C1=CC=C2C(=N1)N(C(=N2)C)CC2=C(C=C(C=C2)C(=O)O)Cl (5-(benzenesulfonylcarbamoyl)-3-(4-carboxy-2-chlorobenzyl)-2-methyl-3H-imidazo[4,5-b]pyridine), C(C)O (ethanol), Cl.C(C)N=C=NCCCN(C)C (1-ethyl-3-(3-dimethylaminopropyl)carbodiimide hydrochloride), ON1N=NC2=C1C=CC=C2 (1-hydroxybenzotriazole). The solvent is CN(C=O)C (N,N-dimethylformamide), O (water), C(C)(=O)OCC (ethyl acetate). Product: C1(=CC=CC=C1)S(=O)(=O)NC(=O)C1=CC=C2C(=N1)N(C(=N2)C)CC2=C(C=C(C=C2)C(=O)OCC)Cl (5-(benzenesulfonylcarbamoyl)-3-(2-chloro-4-(ethoxycarbonyl)benzyl)-2-methyl-3H-imidazo[4,5-b]pyridine). Isolated yield 67.5%. Reaction SMILES: [C:1]1([S:7]([NH:10][C:11]([C:13]2[N:18]=[C:17]3[N:19]([CH2:23][C:24]4[CH:29]=[CH:28][C:27]([C:30]([OH:32])=[O:31])=[CH:26][C:25]=4[Cl:33])[C:20]([CH3:22])=[N:21][C:16]3=[CH:15][CH:14]=2)=[O:12])(=[O:9])=[O:8])[CH:6]=[CH:5][CH:4]=[CH:3][CH:2]=1.[CH2:34](O)[CH3:35].Cl.C(N=C=NCCCN(C)C)C.ON1C2C=CC=CC=2N=N1.Cl>CN(C)C=O.O.C(OCC)(=O)C>[C:1]1([S:7]([NH:10][C:11]([C:13]2[N:18]=[C:17]3[N:19]([CH2:23][C:24]4[CH:29]=[CH:28][C:27]([C:30]([O:32][CH2:34][CH3:35])=[O:31])=[CH:26][C:25]=4[Cl:33])[C:20]([CH3:22])=[N:21][C:16]3=[CH:15][CH:14]=2)=[O:12])(=[O:8])=[O:9])[CH:2]=[CH:3][CH:4]=[CH:5][CH:6]=1 |f:2.3|. Procedure details: To a solution of 5-(benzenesulfonylcarbamoyl)-3-(4-carboxy-2-chlorobenzyl)-2-methyl-3H-imidazo[4,5-b]pyridine (25 mg, 0.052 mmol) in N,N-dimethylformamide (0.3 ml) were added ethanol (4 mg, 0.088 mmol), 1-ethyl-3-(3-dimethylaminopropyl)carbodiimide hydrochloride (12 mg, 0.062 mmol) and 1-hydroxybenzotriazole (10 mg, 0.075 mmol) at room temperature. Three hours later, ethyl acetate and water were added to the reaction mixture and the mixture was adjusted to pH 4 with 1N hydrochloric acid. The org...